From a dataset of the Open Reaction Database (ORD), a public repository of structured organic reaction records. describe an organic reaction: reactants, conditions, products, and yield Reactants: C(=O)(O)C12CCC(CC1)(CC2)NCC(=O)N2[C@@H](C[C@@H](C2)F)C#N ((2S,4S)-1-[[N-(4-carboxybicyclo[2.2.2]oct-1-yl)amino]acetyl]-4-fluoropyrrolidine-2-carbonitrile), C1(CC1)CBr (cyclopropylmethyl bromide). Yields the product C1(CC1)COC(=O)C12CCC(CC1)(CC2)NCC(=O)N2[C@@H](C[C@@H](C2)F)C#N ((2S,4S)-1-[[N-(4-cyclopropylmethyloxycarbonylbicyclo[2.2.2]oct-1-yl)amino]acetyl]-4-fluoropyrrolidine-2-carbonitrile). Yield: 58.7%. Reaction SMILES: [C:1]([C:4]12[CH2:11][CH2:10][C:7]([NH:12][CH2:13][C:14]([N:16]3[CH2:20][C@@H:19]([F:21])[CH2:18][C@H:17]3[C:22]#[N:23])=[O:15])([CH2:8][CH2:9]1)[CH2:6][CH2:5]2)([OH:3])=[O:2].[CH:24]1([CH2:27]Br)[CH2:26][CH2:25]1>>[CH:24]1([CH2:27][O:2][C:1]([C:4]23[CH2:11][CH2:10][C:7]([NH:12][CH2:13][C:14]([N:16]4[CH2:20][C@@H:19]([F:21])[CH2:18][C@H:17]4[C:22]#[N:23])=[O:15])([CH2:8][CH2:9]2)[CH2:6][CH2:5]3)=[O:3])[CH2:26][CH2:25]1. Procedure details: In a similar manner to Example 8, (2S,4S)-1-[[N-(4-carboxybicyclo[2.2.2]oct-1-yl)amino]acetyl]-4-fluoropyrrolidine-2-carbonitrile (20.0 mg) and cyclopropylmethyl bromide (12.8 mg) were used to obtain (2S,4S)-1-[[N-(4-cyclopropylmethyloxycarbonylbicyclo[2.2.2]oct-1-yl)amino]acetyl]-4-fluoropyrrolidine-2-carbonitrile (13.7 mg).